This data is from the Open Reaction Database (ORD), a public repository of structured organic reaction records. The task is: describe an organic reaction: reactants, conditions, products, and yield Reactants: O[C@H](C)[C@@H]1[C@@H]2N([C@H](C([C@@H]2C)=O)C(=O)OCC2=CC=C(C=C2)[N+](=O)[O-])C1=O (4-nitrobenzyl (1R,3R,5R,6S)-6-((1R)-1-hydroxyethyl)-1-methyl-2-oxo-1-carbapenam-3-carboxylate), N(=[N+]=[N-])CCCCCCSC=1N=CN2C1SC(=C2)[Sn](CCCC)(CCCC)CCCC (7-(6-azidohexyl)thio-2-(tri-n-butylstannyl)imidazo[5,1-b]thiazole). Yields the product N(=[N+]=[N-])CCCCCCSC=1N=CN2C1SC(=C2)C=2[C@@H]([C@H]1N(C2C(=O)OCC2=CC=C(C=C2)[N+](=O)[O-])C([C@@H]1[C@@H](C)O)=O)C (4-nitrobenzyl (1S,5R,6S)-2-[7-(6-azidohexyl)thioimidazo[5,1-b]thiazol-2-yl]-6-((1R)-1-hydroxyethyl)-1-methyl-1-carbapen-2-em-3-carboxylate). Isolated yield 46.7%. RXN SMILES: [OH:1][C@@H:2]([C@H:4]1[C:25](=[O:26])[N:6]2[C@@H:7]([C:12]([O:14][CH2:15][C:16]3[CH:21]=[CH:20][C:19]([N+:22]([O-:24])=[O:23])=[CH:18][CH:17]=3)=[O:13])[C:8](=O)[C@H:9]([CH3:10])[C@H:5]12)[CH3:3].[N:27]([CH2:30][CH2:31][CH2:32][CH2:33][CH2:34][CH2:35][S:36][C:37]1[N:38]=[CH:39][N:40]2[CH:44]=[C:43]([Sn](CCCC)(CCCC)CCCC)[S:42][C:41]=12)=[N+:28]=[N-:29]>>[N:27]([CH2:30][CH2:31][CH2:32][CH2:33][CH2:34][CH2:35][S:36][C:37]1[N:38]=[CH:39][N:40]2[CH:44]=[C:43]([C:8]3[C@H:9]([CH3:10])[C@@H:5]4[C@@H:4]([C@H:2]([OH:1])[CH3:3])[C:25](=[O:26])[N:6]4[C:7]=3[C:12]([O:14][CH2:15][C:16]3[CH:17]=[CH:18][C:19]([N+:22]([O-:24])=[O:23])=[CH:20][CH:21]=3)=[O:13])[S:42][C:41]=12)=[N+:28]=[N-:29]. Procedure details: The procedure of Example 1a) was repeated, except that 611 mg of 4-nitrobenzyl (1R,3R,5R,6S)-6-((1R)-1-hydroxyethyl)-1-methyl-2-oxo-1-carbapenam-3-carboxylate and 1.01 g of 7-(6-azidohexyl)thio-2-(tri-n-butylstannyl)imidazo[5,1-b]thiazole were used as the starting compounds. Thus, 493 mg of 4-nitrobenzyl (1S,5R,6S)-2-[7-(6-azidohexyl)thioimidazo[5,1-b]thiazol-2-yl]-6-((1R)-1-hydroxyethyl)-1-methyl-1-carbapen-2-em-3-carboxylate was prepared. The reactants are NC1=C2C=C(N=CC2=CC=C1)CCC (5-amino-3-propylisoquinoline), [I-].CSC=1SC[C@H]2[N+]1CC=1C=CC=CC1C2 ((S)-3-methylthio-1,5,10,10a-tetrahydrothiazolo[3,4-b]isoquinolinium iodide). Product: C(CC)C=1N=CC2=CC=CC(=C2C1)N=C1SC[C@H]2N1CC=1C=CC=CC1C2 ((S)-3-[(3-propylisoquinol-5-yl)imino]-1,5,10,10a-tetrahydrothiazolo[3,4-b]isoquinoline). The yield is 97.3%. Reaction SMILES: [NH2:1][C:2]1[CH:11]=[CH:10][CH:9]=[C:8]2[C:3]=1[CH:4]=[C:5]([CH2:12][CH2:13][CH3:14])[N:6]=[CH:7]2.[I-].CS[C:18]1[S:19][CH2:20][C@@H:21]2[CH2:30][C:29]3[CH:28]=[CH:27][CH:26]=[CH:25][C:24]=3[CH2:23][N+:22]=12>>[CH2:12]([C:5]1[N:6]=[CH:7][C:8]2[C:3]([CH:4]=1)=[C:2]([N:1]=[C:18]1[N:22]3[CH2:23][C:24]4[CH:25]=[CH:26][CH:27]=[CH:28][C:29]=4[CH2:30][C@H:21]3[CH2:20][S:19]1)[CH:11]=[CH:10][CH:9]=2)[CH2:13][CH3:14] |f:1.2|. Reported procedure: By following the procedure of Example 3 but using 5-amino-3-propylisoquinoline (0.18 g) and (S)-3-methylthio-1,5,10,10a-tetrahydrothiazolo[3,4-b]isoquinolinium iodide (0.35 g) as starting materials, (S)-3-[(3-propylisoquinol-5-yl)imino]-1,5,10,10a-tetrahydrothiazolo[3,4-b]isoquinoline (0.35 g) is obtained in a crude form, which is purified by chromatography on a column (diameter of the column: 0.7 cm) containing silica (6 g) by eluting with methylene chloride and collecting the eluate in 20 cc f... Reactants: C1CCNCC1, COC(=O)CC#N, CO, COc1cc(C=O)c([N+](=O)[O-])cc1OCCCl. The product is COC(=O)C(C#N)=Cc1cc(OC)c(OCCCl)cc1[N+](=O)[O-]. Reaction SMILES: [CH2:25]1[CH2:26][CH2:27][NH:28][CH2:29][CH2:30]1.[CH3:18][O:19][C:20](=[O:21])[CH2:22][C:23]#[N:24].[CH3:31][OH:32].[Cl:1][CH2:2][CH2:3][O:4][c:5]1[cH:6][c:7]([N+:15](=[O:16])[O-:17])[c:8]([CH:9]=[O:10])[cH:11][c:12]1[O:13][CH3:14]>>[Cl:1][CH2:2][CH2:3][O:4][c:5]1[cH:6][c:7]([N+:15](=[O:16])[O-:17])[c:8]([CH:9]=[C:22]([C:20]([O:19][CH3:18])=[O:21])[C:23]#[N:24])[cH:11][c:12]1[O:13][CH3:14].